Dataset: the Open Reaction Database (ORD), a public repository of structured organic reaction records. Task: describe an organic reaction: reactants, conditions, products, and yield The reactants are COCCCn1cc(CN(C(=O)C2CC(N(CCN3C(=O)c4ccccc4C3=O)S(=O)(=O)c3ccccc3[N+](=O)[O-])CN(C(=O)OC(C)(C)C)C2)C2CC2)c2ccccc21, C1CCC2=NCCCN2CC1, CN(C)C=O, O=C(O)CS. Product: COCCCn1cc(CN(C(=O)C2CC(NCCN3C(=O)c4ccccc4C3=O)CN(C(=O)OC(C)(C)C)C2)C2CC2)c2ccccc21. As a reaction SMILES: [C:1]([CH3:2])([CH3:3])([CH3:4])[O:5][C:6](=[O:7])[N:8]1[CH2:9][CH:10]([C:40]([N:41]([CH2:42][c:43]2[cH:44][n:45]([CH2:52][CH2:53][CH2:54][O:55][CH3:56])[c:46]3[cH:47][cH:48][cH:49][cH:50][c:51]23)[CH:57]2[CH2:58][CH2:59]2)=[O:60])[CH2:11][CH:12]([N:14]([S:15]([c:16]2[cH:17][cH:18][cH:19][cH:20][c:21]2[N+:22]([O-:23])=[O:24])(=[O:25])=[O:26])[CH2:27][CH2:28][N:29]2[C:30](=[O:39])[c:31]3[cH:32][cH:33][cH:34][cH:35][c:36]3[C:37]2=[O:38])[CH2:13]1.[CH2:66]1[CH2:67][CH2:68][C:69]2=[N:74][CH2:73][CH2:72][CH2:71][N:70]2[CH2:75][CH2:76]1.[O:77]=[CH:78][N:79]([CH3:80])[CH3:81].[OH:61][C:62]([CH2:63][SH:64])=[O:65]>>[C:1]([CH3:2])([CH3:3])([CH3:4])[O:5][C:6](=[O:7])[N:8]1[CH2:9][CH:10]([C:40]([N:41]([CH2:42][c:43]2[cH:44][n:45]([CH2:52][CH2:53][CH2:54][O:55][CH3:56])[c:46]3[cH:47][cH:48][cH:49][cH:50][c:51]23)[CH:57]2[CH2:58][CH2:59]2)=[O:60])[CH2:11][CH:12]([NH:14][CH2:27][CH2:28][N:29]2[C:30](=[O:39])[c:31]3[cH:32][cH:33][cH:34][cH:35][c:36]3[C:37]2=[O:38])[CH2:13]1.